Dataset: the Open Reaction Database (ORD), a public repository of structured organic reaction records. Task: describe an organic reaction: reactants, conditions, products, and yield Run in CO (MeOH), hexanes, CCOC(=O)C (EtOAc), CCOC(=O)C (EtOAc), hexanes, C(Cl)Cl (DCM). Conditions: temperature 0 celsius, time 5 minute. Reactants: ClC=1C=C(COC=2C=C(C=CC2)[C@@H]2OC=3C(=CC=4C[C@H](N(CC4C3)[C@@H](CC)C3=CC=CC=C3)C(=O)O)OC2)C=CC1Cl ((3S,8S)-3-[3-(3,4-Dichloro-benzyloxy)-phenyl]-7-((S)-1-phenyl-propyl)-2,3,6,7,8,9-hexahydro-[1,4]dioxino[2,3-g]isoquinoline-8-carboxylic acid), CCN(C(C)C)C(C)C (DIEA), Cl.Cl.COC([C@H](CC1=CC=C(C=C1)C1=C(C(=NC=C1)C)C)N)=O ((S)-2-amino-3-[4-(2,3-dimethyl-pyridin-4-yl)-phenyl]-propionic acid methyl ester dihydrochloride), CCN=C=NCCCN(C)C (EDCI), C=1C=CC2=C(C1)N=NN2O (HOBT). Procedure: (3S,8S)-3-[3-(3,4-Dichloro-benzyloxy)-phenyl]-7-((S)-1-phenyl-propyl)-2,3,6,7,8,9-hexahydro-[1,4]dioxino[2,3-g]isoquinoline-8-carboxylic acid (25 mg), EDCI (10 mg), HOBT (8 mg) and (S)-2-amino-3-[4-(2,3-dimethyl-pyridin-4-yl)-phenyl]-propionic acid methyl ester dihydrochloride (15 mg) were taken up in 1 mL of anhydrous DCM and stirred for 5 minutes. The reaction mixture was cooled to 0° C. and DIEA (21 mg) was added and reaction was stirred at room temperature for 2 hours. After the reaction was... The yield is 56.4%. RXN SMILES: [Cl:1][C:2]1[CH:3]=[C:4]([CH:39]=[CH:40][C:41]=1[Cl:42])[CH2:5][O:6][C:7]1[CH:8]=[C:9]([C@H:13]2[CH2:38][O:37][C:16]3=[CH:17][C:18]4[CH2:19][C@@H:20]([C:34](O)=[O:35])[N:21]([C@H:25]([C:28]5[CH:33]=[CH:32][CH:31]=[CH:30][CH:29]=5)[CH2:26][CH3:27])[CH2:22][C:23]=4[CH:24]=[C:15]3[O:14]2)[CH:10]=[CH:11][CH:12]=1.CCN=C=NCCCN(C)C.C1C=CC2N(O)N=NC=2C=1.Cl.Cl.C[O:67][C:68](=[O:86])[C@@H:69]([NH2:85])[CH2:70][C:71]1[CH:76]=[CH:75][C:74]([C:77]2[CH:82]=[CH:81][N:80]=[C:79]([CH3:83])[C:78]=2[CH3:84])=[CH:73][CH:72]=1.CCN(C(C)C)C(C)C>C(Cl)Cl.CCOC(C)=O.CO>[Cl:1][C:2]1[CH:3]=[C:4]([CH:39]=[CH:40][C:41]=1[Cl:42])[CH2:5][O:6][C:7]1[CH:8]=[C:9]([C@H:13]2[CH2:38][O:37][C:16]3=[CH:17][C:18]4[CH2:19][C@@H:20]([C:34]([NH:85][C@@H:69]([CH2:70][C:71]5[CH:76]=[CH:75][C:74]([C:77]6[CH:82]=[CH:81][N:80]=[C:79]([CH3:83])[C:78]=6[CH3:84])=[CH:73][CH:72]=5)[C:68]([OH:67])=[O:86])=[O:35])[N:21]([C@H:25]([C:28]5[CH:33]=[CH:32][CH:31]=[CH:30][CH:29]=5)[CH2:26][CH3:27])[CH2:22][C:23]=4[CH:24]=[C:15]3[O:14]2)[CH:10]=[CH:11][CH:12]=1 |f:3.4.5|. Yields the product ClC=1C=C(COC=2C=C(C=CC2)[C@@H]2OC=3C(=CC=4C[C@H](N(CC4C3)[C@@H](CC)C3=CC=CC=C3)C(=O)N[C@H](C(=O)O)CC3=CC=C(C=C3)C3=C(C(=NC=C3)C)C)OC2)C=CC1Cl ((S)-2-{[(3S,8S)-3-[3-(3,4-Dichloro-benzyloxy)-phenyl]-7-((S)-1-phenyl-propyl)-2,3,6,7,8,9-hexahydro-[1,4]dioxino[2,3-g]isoquinoline-8-carbonyl]-amino}-3-[4-(2,3-dimethyl-pyridin-4-yl)-phenyl]-propionic acid). Reported procedure: To suspension of (1R,3aS,5aR,5bR,7aR,9S,11aR,11bR,13aR,13bR)-3a-(hydroxymethyl)-5a,5b,8,8,11a-pentamethyl-1-(prop-1-en-2-yl)icosahydro-1H-cyclopenta[a]chrysen-9-ol (20 g, 45.2 mmol) in acetonitrile (200 mL) and DCM (300 mL) was added 4 angstrom molecular sieves (5 g) and the mixture was stirred for 10 minutes at rt. To the mixture was then added NMO (15.88 g, 136 mmol) and TPAP (0.794 g, 2.259 mmol). The dark green mixture was stirred under nitrogen overnight. Additional NMO (2.0 g) and TPAP (0.... Starting materials: C[N+]1(CCOCC1)[O-] (NMO), OC[C@]12[C@@H]([C@H]3CC[C@@H]4[C@]5(CC[C@@H](C([C@@H]5CC[C@]4([C@@]3(CC1)C)C)(C)C)O)C)[C@@H](CC2)C(=C)C ((1R,3aS,5aR,5bR,7aR,9S,11aR,11bR,13aR,13bR)-3a-(hydroxymethyl)-5a,5b,8,8,11a-pentamethyl-1-(prop-1-en-2-yl)icosahydro-1H-cyclopenta[a]chrysen-9-ol), C[N+]1(CCOCC1)[O-] (NMO). The yield is 88.7%. Product: C[C@]12CC[C@@]3([C@@H]([C@H]2CC[C@@H]2[C@]4(CCC(C([C@@H]4CC[C@@]12C)(C)C)=O)C)[C@@H](CC3)C(=C)C)C=O ((1R,3aS,5aR,5bR,7aR,11aR,11bR,13aR,13bR)-5a,5b,8,8,11a-pentamethyl-9-oxo-1-(prop-1-en-2-yl)icosahydro-1H-cyclopenta[a]chrysene-3a-carbaldehyde), foam. Run in C(C)#N (acetonitrile), C(Cl)Cl (DCM). Run at time 10 minute. Reagents/catalysts: CCC[N+](CCC)(CCC)CCC.[O-][Ru](=O)(=O)=O (TPAP), CCC[N+](CCC)(CCC)CCC.[O-][Ru](=O)(=O)=O (TPAP). As a reaction SMILES: [OH:1][CH2:2][C@:3]12[CH2:29][CH2:28][C@@H:27]([C:30]([CH3:32])=[CH2:31])[C@@H:4]1[C@@H:5]1[C@@:18]([CH3:21])([CH2:19][CH2:20]2)[C@@:17]2([CH3:22])[C@@H:8]([C@:9]3([CH3:26])[C@@H:14]([CH2:15][CH2:16]2)[C:13]([CH3:24])([CH3:23])[C@@H:12]([OH:25])[CH2:11][CH2:10]3)[CH2:7][CH2:6]1.C[N+]1([O-])CCOCC1>C(#N)C.C(Cl)Cl.CCC[N+](CCC)(CCC)CCC.[O-][Ru](=O)(=O)=O>[CH3:21][C@:18]12[C@@:17]3([CH3:22])[C@@H:8]([C@:9]4([CH3:26])[C@@H:14]([CH2:15][CH2:16]3)[C:13]([CH3:23])([CH3:24])[C:12](=[O:25])[CH2:11][CH2:10]4)[CH2:7][CH2:6][C@@H:5]1[C@H:4]1[C@H:27]([C:30]([CH3:32])=[CH2:31])[CH2:28][CH2:29][C@:3]1([CH:2]=[O:1])[CH2:20][CH2:19]2 |f:4.5|. Reactants: C(#N)C1=NN(C(C=C1OC1CCN(CC1)C(=O)OC(C)(C)C)=O)C1=CC=C(C=C1)S(=O)(=O)C (tert-butyl 4-(3-cyano-1-(4-(methylsulfonyl)phenyl)-6-oxo-1,6-dihydropyridazin-4-yloxy)piperidine-1-carboxylate), Cl (HCl), O1CCOCC1 (dioxane), CCOCC (Et2O). Run in C(Cl)Cl (DCM). Run at time 8 hour. Yields the product Cl.CS(=O)(=O)C1=CC=C(C=C1)N1N=C(C(=CC1=O)OC1CCNCC1)C#N (1-(4-(methylsulfonyl)phenyl)-6-oxo-4-(piperidin-4-yloxy)-1,6-dihydropyridazine-3-carbonitrile HCl salt). Yield: 90.0%. As a reaction SMILES: [C:1]([C:3]1[C:8]([O:9][CH:10]2[CH2:15][CH2:14][N:13](C(OC(C)(C)C)=O)[CH2:12][CH2:11]2)=[CH:7][C:6](=[O:23])[N:5]([C:24]2[CH:29]=[CH:28][C:27]([S:30]([CH3:33])(=[O:32])=[O:31])=[CH:26][CH:25]=2)[N:4]=1)#[N:2].[ClH:34].O1CCOCC1.CCOCC>C(Cl)Cl>[ClH:34].[CH3:33][S:30]([C:27]1[CH:26]=[CH:25][C:24]([N:5]2[C:6](=[O:23])[CH:7]=[C:8]([O:9][CH:10]3[CH2:15][CH2:14][NH:13][CH2:12][CH2:11]3)[C:3]([C:1]#[N:2])=[N:4]2)=[CH:29][CH:28]=1)(=[O:32])=[O:31] |f:5.6|. Reported procedure: To a stirring solution of tert-butyl 4-(3-cyano-1-(4-(methylsulfonyl)phenyl)-6-oxo-1,6-dihydropyridazin-4-yloxy)piperidine-1-carboxylate (700 mg, 1.475 mmol) in DCM (10 mL) at room temperature under argon was added 4 M HCl in dioxane (3.69 mL, 14.75 mmol). The reaction mixture was stirred at room temperature overnight. Et2O (10 mL) was added to the reaction mixture. The solid product was collected by filtration and further washed with ether (2 mL×2). After drying under vacuum for 2 hours, 567 mg... Reactants: CC=1SC(=C(N1)C)C(=O)O (2,4-dimethylthiazole-5-carboxylic acid), N1=CC=CC=C1 (pyridine), S(=O)(Cl)Cl (thionyl chloride). Solvent: C(C)OCC (ethyl ether). The yield is 41.0%. RXN SMILES: [CH3:1][C:2]1[S:3][C:4]([C:8]([OH:10])=O)=[C:5]([CH3:7])[N:6]=1.N1C=CC=CC=1.S(Cl)([Cl:19])=O>C(OCC)C>[CH3:1][C:2]1[S:3][C:4]([C:8]([Cl:19])=[O:10])=[C:5]([CH3:7])[N:6]=1. Product: CC=1SC(=C(N1)C)C(=O)Cl (2.4-dimethylthiazole-5-carboxylic acid chloride). Procedure details: 15.7 g (0.1 mole) of 2,4-dimethylthiazole-5-carboxylic acid were suspended in 300 ml of ethyl ether and 8 g (0.1 mole) of pyridine, followed by the dropwise addition of 12 g (0.1 mole) of thionyl chloride at -3° C. for 45 minutes. After completion of the reaction, filtration and concentrating were conducted to obtain 7.2 g pf 2.4-dimethylthiazole-5-carboxylic acid chloride. Its purity and yield were 85% and 35%, respectively. The reactants are COC(=O)C(Br)c1ccc(Oc2ccc(Cl)cc2)cc1, C[O-], CO, Oc1cccc(Cl)c1, [I-], [K+], [Na+], O, c1ccccc1. Yields the product COC(=O)C(Oc1cccc(Cl)c1)c1ccc(Oc2ccc(Cl)cc2)cc1. As a reaction SMILES: [Br:14][CH:15]([C:16](=[O:17])[O:18][CH3:19])[c:20]1[cH:21][cH:22][c:23]([O:26][c:27]2[cH:28][cH:29][c:30]([Cl:33])[cH:31][cH:32]2)[cH:24][cH:25]1.[CH3:1][O-:2].[CH3:34][OH:35].[Cl:4][c:5]1[cH:6][c:7]([OH:11])[cH:8][cH:9][cH:10]1.[I-:13].[K+:12].[Na+:3].[OH2:42].[cH:36]1[cH:37][cH:38][cH:39][cH:40][cH:41]1>>[Cl:4][c:5]1[cH:6][c:7]([O:11][CH:15]([C:16](=[O:17])[O:18][CH3:19])[c:20]2[cH:21][cH:22][c:23]([O:26][c:27]3[cH:28][cH:29][c:30]([Cl:33])[cH:31][cH:32]3)[cH:24][cH:25]2)[cH:8][cH:9][cH:10]1. Reactants: BrCc1ccccc1, O=C([O-])[O-], [K+], [K+], CN(C)C=O, CC(C)CC(O)C(=O)O. The product is CC(C)CC(O)C(=O)OCc1ccccc1. RXN SMILES: [Br:10][CH2:11][c:12]1[cH:13][cH:14][cH:15][cH:16][cH:17]1.[C:18](=[O:19])([O-:20])[O-:21].[K+:22].[K+:23].[O:24]=[CH:25][N:26]([CH3:27])[CH3:28].[OH:1][CH:2]([C:3](=[O:4])[OH:5])[CH2:6][CH:7]([CH3:8])[CH3:9]>>[OH:1][CH:2]([C:3](=[O:4])[O:5][CH2:11][c:12]1[cH:13][cH:14][cH:15][cH:16][cH:17]1)[CH2:6][CH:7]([CH3:8])[CH3:9].